From a dataset of the Open Reaction Database (ORD), a public repository of structured organic reaction records. describe an organic reaction: reactants, conditions, products, and yield Reactants: Fc1cc2c(ccn2-c2ccc(Cl)cc2)cc1OCCCCBr, CCNCCO. Yields the product CCN(CCO)CCCCOc1cc2ccn(-c3ccc(Cl)cc3)c2cc1F. RXN SMILES: [Br:1][CH2:2][CH2:3][CH2:4][CH2:5][O:6][c:7]1[cH:8][c:9]2[cH:10][cH:11][n:12](-[c:17]3[cH:18][cH:19][c:20]([Cl:23])[cH:21][cH:22]3)[c:13]2[cH:14][c:15]1[F:16].[CH2:24]([CH3:25])[NH:26][CH2:27][CH2:28][OH:29]>>[CH2:2]([CH2:3][CH2:4][CH2:5][O:6][c:7]1[cH:8][c:9]2[cH:10][cH:11][n:12](-[c:17]3[cH:18][cH:19][c:20]([Cl:23])[cH:21][cH:22]3)[c:13]2[cH:14][c:15]1[F:16])[N:26]([CH2:24][CH3:25])[CH2:27][CH2:28][OH:29].